From a dataset of the Open Reaction Database (ORD), a public repository of structured organic reaction records. describe an organic reaction: reactants, conditions, products, and yield Starting materials: ClC1=NC(=NC=C1C(F)(F)F)NC1=CC=C(C=C1)C1CCN(CC1)C(=O)OC(C)(C)C (tert-butyl 4-(4-((4-chloro-5-(trifluoromethyl)pyrimidin-2-yl)amino)phenyl)piperidine-1-carboxylate), C(#C)C1=C(C=CC(=C1)F)CC(=O)OC (methyl 2-(2-ethynyl-4-fluorophenyl)acetate), C1=CC=C(C=C1)P(C2=CC=CC=C2)C3=CC=CC=C3 (PPh3). The reagents and catalysts are [Cu]I (CuI), Cl[Pd]([P](C1=CC=CC=C1)(C2=CC=CC=C2)C3=CC=CC=C3)([P](C4=CC=CC=C4)(C5=CC=CC=C5)C6=CC=CC=C6)Cl (PdCl2(PPh3)2). The solvent is CN(C)C=O (DMF), CCN(CC)CC (Et3N), CCOC(=O)C (EtOAc). Conditions: temperature 120 celsius. The product is FC=1C=CC(=C(C1)C#CC1=NC(=NC=C1C(F)(F)F)NC1=CC=C(C=C1)C1CCN(CC1)C(=O)OC(C)(C)C)CC(=O)OC (tert-Butyl 4-(4-((4-((5-fluoro-2-(2-methoxy-2-oxoethyl)phenyl)ethynyl)-5-(trifluoromethyl)pyrimidin-2-yl)amino)phenyl)piperidine-1-carboxylate), solid. Isolated yield 47.0%. As a reaction SMILES: Cl[C:2]1[C:7]([C:8]([F:11])([F:10])[F:9])=[CH:6][N:5]=[C:4]([NH:12][C:13]2[CH:18]=[CH:17][C:16]([CH:19]3[CH2:24][CH2:23][N:22]([C:25]([O:27][C:28]([CH3:31])([CH3:30])[CH3:29])=[O:26])[CH2:21][CH2:20]3)=[CH:15][CH:14]=2)[N:3]=1.[C:32]([C:34]1[CH:39]=[C:38]([F:40])[CH:37]=[CH:36][C:35]=1[CH2:41][C:42]([O:44][CH3:45])=[O:43])#[CH:33].C1C=CC(P(C2C=CC=CC=2)C2C=CC=CC=2)=CC=1>CN(C=O)C.CCN(CC)CC.CCOC(C)=O.[Cu]I.Cl[Pd](Cl)([P](C1C=CC=CC=1)(C1C=CC=CC=1)C1C=CC=CC=1)[P](C1C=CC=CC=1)(C1C=CC=CC=1)C1C=CC=CC=1>[F:40][C:38]1[CH:37]=[CH:36][C:35]([CH2:41][C:42]([O:44][CH3:45])=[O:43])=[C:34]([C:32]#[C:33][C:2]2[C:7]([C:8]([F:11])([F:10])[F:9])=[CH:6][N:5]=[C:4]([NH:12][C:13]3[CH:18]=[CH:17][C:16]([CH:19]4[CH2:24][CH2:23][N:22]([C:25]([O:27][C:28]([CH3:31])([CH3:30])[CH3:29])=[O:26])[CH2:21][CH2:20]4)=[CH:15][CH:14]=3)[N:3]=2)[CH:39]=1 |^1:87,106|. Procedure: A suspension of tert-butyl 4-(4-((4-chloro-5-(trifluoromethyl)pyrimidin-2-yl)amino)phenyl)piperidine-1-carboxylate (K5) (0.252 g, 0.552 mmol), methyl 2-(2-ethynyl-4-fluorophenyl)acetate (A50) (0.106 g, 0.552 mmol), PPh3 (0.007 g, 0.03 mmol), CuI (0.005 g, 0.03 mmol) and PdCl2(PPh3)2 (0.019 g, 0.028 mmol) in DMF (3 mL) and Et3N (1.0 mL) was heated under microwave irradiation for 20 minutes at 120° C. The resulting mixture was diluted with EtOAc (100 mL) then washed with water (100 mL), brine (25 ... Reactants: compound, N1(CCCCC1)CCCOC1=CC=C(N)C=C1 (4-[3-(1-piperidinyl)propoxy]aniline), N1(CCCC1)CCCOC1=CC=C(N)C=C1 (4-[3-(1-pyrrolidinyl)propoxy]aniline), C(C=1C(N)=CC=CC1)(=O)O (anthranilic acid), acid anhydride, NC=1C=NC(=NC1)OCCCN1CCCCC1 (5-amino-2-[3-(1-piperidinyl)propoxy]pyrimidine). Product: CC1=NC2=CC=CC(=C2C(N1C1=CC=C(C=C1)OCCCN1CCCCC1)=O)C (2,5-dimethyl-3-{4-[3-(1-piperidinyl)propoxy]phenyl}-4(3H)-quinazolinone). RXN SMILES: [C:1]([OH:10])(=O)[C:2]1[C:3](=[CH:5][CH:6]=[CH:7][CH:8]=1)[NH2:4].[N:11]1([CH2:17][CH2:18][CH2:19][O:20][C:21]2[CH:27]=[CH:26][C:24]([NH2:25])=[CH:23][CH:22]=2)[CH2:16][CH2:15][CH2:14][CH2:13][CH2:12]1.N1(CCCOC2C=CC(N)=CC=2)CC[CH2:30][CH2:29]1.N[C:45]1C=NC(OCCCN2CCCCC2)=NC=1>>[CH3:29][C:30]1[N:25]([C:24]2[CH:23]=[CH:22][C:21]([O:20][CH2:19][CH2:18][CH2:17][N:11]3[CH2:12][CH2:13][CH2:14][CH2:15][CH2:16]3)=[CH:27][CH:26]=2)[C:1](=[O:10])[C:2]2[C:3](=[CH:5][CH:6]=[CH:7][C:8]=2[CH3:45])[N:4]=1. Procedure details: The compound of Example 19-62 can be manufactured by same method as that of Example 18, a method based thereon or a combination of these with a conventional method, using the corresponding anthranilic acid, acid anhydride and 4-[3-(1-piperidinyl)propoxy]aniline, 4-[3-(1-pyrrolidinyl)propoxy]aniline or 5-amino-2-[3-(1-piperidinyl)propoxy]pyrimidine as starting materials. Starting materials: N[C@@H](CCC(=O)O)C(=O)O (glutamic acid). Run in O (water). The product is cyclic amide, N1[C@@H](CCC1=O)C(=O)O (pyroglutamic acid). Reaction SMILES: [NH2:1][C@H:2]([C:8]([OH:10])=[O:9])[CH2:3][CH2:4][C:5](O)=[O:6]>O>[NH:1]1[C:5](=[O:6])[CH2:4][CH2:3][C@H:2]1[C:8]([OH:10])=[O:9]. Procedure details: The preparation process is described below by way of example. In a first stage, glutamic acid, for example, is melted at about 170-180° C., under which the cyclic amide, pyroglutamic acid (2-pyrrolidone-5-carboxylic acid) is formed by elimination of water. Instead of glutamic acid, it is also possible to use proline or a polar, high-boiling solvent such as N-methylpyrrolidone or sulfolane. Aspartic acid is then added, and the melt or the high-boiling solution is heated at 160-220° C. In this pro... The reactants are O=C([O-])[O-], CS(=O)(=O)Nc1ccc(OCC2CO2)cc1, CI, CC(C)=O, [K+], [K+]. Yields the product CN(c1ccc(OCC2CO2)cc1)S(C)(=O)=O. Reaction SMILES: [C:17](=[O:18])([O-:19])[O-:20].[CH3:1][S:2](=[O:3])(=[O:4])[NH:5][c:6]1[cH:7][cH:8][c:9]([O:12][CH2:13][CH:14]2[CH2:15][O:16]2)[cH:10][cH:11]1.[CH3:23][I:24].[CH3:25][C:26](=[O:27])[CH3:28].[K+:21].[K+:22]>>[CH3:1][S:2](=[O:3])(=[O:4])[N:5]([c:6]1[cH:7][cH:8][c:9]([O:12][CH2:13][CH:14]2[CH2:15][O:16]2)[cH:10][cH:11]1)[CH3:17]. The reactants are ClC=1N=C(C2=C(N1)C(=NC=N2)SCCN(CC)CC)N2CCOCC2 (2-chloro-8-(2-diethylamino-ethylthio)-4-morpholino-pyrimido-[5,4-d]-pyrimidine), N1CCNCC1 (piperazine). Product: C(C)N(CCSC1=NC=NC2=C1N=C(N=C2N2CCOCC2)N2CCNCC2)CC (8-(2-Diethylamino-ethylthio)-4-morpholino-2-piperazino-pyrimido-[5,4-d]-pyrimidine). RXN SMILES: Cl[C:2]1[N:3]=[C:4]([N:20]2[CH2:25][CH2:24][O:23][CH2:22][CH2:21]2)[C:5]2[N:11]=[CH:10][N:9]=[C:8]([S:12][CH2:13][CH2:14][N:15]([CH2:18][CH3:19])[CH2:16][CH3:17])[C:6]=2[N:7]=1.[NH:26]1[CH2:31][CH2:30][NH:29][CH2:28][CH2:27]1>>[CH2:16]([N:15]([CH2:18][CH3:19])[CH2:14][CH2:13][S:12][C:8]1[C:6]2[N:7]=[C:2]([N:26]3[CH2:31][CH2:30][NH:29][CH2:28][CH2:27]3)[N:3]=[C:4]([N:20]3[CH2:25][CH2:24][O:23][CH2:22][CH2:21]3)[C:5]=2[N:11]=[CH:10][N:9]=1)[CH3:17]. Procedure: This compound was prepared analogous to Example 2 from 2-chloro-8-(2-diethylamino-ethylthio)-4-morpholino-pyrimido-[5,4-d]-pyrimidine (resin) and piperazine.